The task is: describe an organic reaction: reactants, conditions, products, and yield. This data is from the Open Reaction Database (ORD), a public repository of structured organic reaction records. Starting materials: [OH-].[NH4+] (ammonium hydroxide), Cl.Cl.CNC1=C(C=CC(=C1)N)C (2-methylamino-4-aminotoluene dihydrochloride), C(C)(=O)[O-].[NH4+] (ammonium acetate), C1=CC(=CC=C1N)N (p-phenylenediamine), Carbopol 934, OO (hydrogen peroxide). Solvent: C(C)O (ethanol). Reaction conditions: time 30 minute. Product: C1(CC(=CC=C1)N)(C)N (m-toluenediamine). RXN SMILES: Cl.Cl.C[NH:4][C:5]1[CH:10]=[C:9]([NH2:11])[CH:8]=[CH:7][C:6]=1C.[CH:13]1C(N)=CC=C(N)C=1.C([O-])(=O)C.[NH4+].[OH-].[NH4+].OO>C(O)C>[C:5]1([NH2:4])([CH3:13])[CH:6]=[CH:7][CH:8]=[C:9]([NH2:11])[CH2:10]1 |f:0.1.2,4.5,6.7|. Reported procedure: 0.104 g. (.0005M) 2-methylamino-4-aminotoluene dihydrochloride (meta component) and .054 g. (.0005M) p-phenylenediamine (para component) was added to 3 ml. of ethanol and 20 g. of an aqueous solution composed of 1% Carbopol 934 (thickening agent) 0.1% Dupanol C (surfactant) and 3.8% ammonium acetate. The mixture was stirred with 3 ml. ammonium hydroxide (28%) and 20 ml. 6% hydrogen peroxide. A sample of human hair was dyed with this composition for 30 minutes at 30° C. A blue color was obtained ... Starting materials: ClC=1C2=C(N=CN1)N(C=C2I)[C@@H]2CC[C@H](CC2)N2CCN(CC2)C (Trans-4-chloro-5-iodo-7-[4-(4-methylpiperazino)cyclohexyl]-7H-pyrrolo[2,3-d]pyrimidine), [OH-].[NH4+] (ammonium hydroxide). Run in O1CCOCC1 (dioxane). Yields the product IC1=CN(C=2N=CN=C(C21)N)[C@@H]2CC[C@H](CC2)N2CCN(CC2)C (trans-5-iodo-7-[4-(4-methylpiperazino)cyclohexyl]-7H-pyrrolo[2,3-d]pyrimidin-4-amine). RXN SMILES: Cl[C:2]1[C:3]2[C:10]([I:11])=[CH:9][N:8]([C@H:12]3[CH2:17][CH2:16][C@H:15]([N:18]4[CH2:23][CH2:22][N:21]([CH3:24])[CH2:20][CH2:19]4)[CH2:14][CH2:13]3)[C:4]=2[N:5]=[CH:6][N:7]=1.[OH-].[NH4+:26]>O1CCOCC1>[I:11][C:10]1[C:3]2[C:2]([NH2:26])=[N:7][CH:6]=[N:5][C:4]=2[N:8]([C@H:12]2[CH2:17][CH2:16][C@H:15]([N:18]3[CH2:23][CH2:22][N:21]([CH3:24])[CH2:20][CH2:19]3)[CH2:14][CH2:13]2)[CH:9]=1 |f:1.2|. Procedure: Trans-4-chloro-5-iodo-7-[4-(4-methylpiperazino)cyclohexyl]-7H-pyrrolo[2,3-d]pyrimidine (0.89 g, 1.9 nmol) in concentrated ammonium hydroxide (40 mL) and dioxane (40 mL) was heated at 120° C. in a pressure vessel for 18 hours. The mixture was allowed to cool to ambient temperature and the solvent was removed under reduced pressure. The residue was partitioned between saturated aqueous sodium bicarbonate solution and ethyl acetate. The water phase was further extracted with ethyl acetate and the c...